Dataset: the Open Reaction Database (ORD), a public repository of structured organic reaction records. Task: describe an organic reaction: reactants, conditions, products, and yield The reactants are BrC=1C=C2NC[C@@H](N(C2=CC1)C(=O)OC)C ((S)-methyl 6-bromo-2-methyl-3,4-dihydroquinoxaline-1(2H)-carboxylate), BrC1=CC=C2N([C@H](CN(C2=C1)C(=O)OC(C)C)C)C(=O)C1CC1 ((S)-isopropyl 7-bromo-4-(cyclopropanecarbonyl)-3-methyl-3,4-dihydroquinoxalin-1(2H)carboxylate). Yields the product BrC=1C=C2N(C[C@@H](N(C2=CC1)C(=O)OC)C)C(=O)OC(C)C (4-isopropyl 1-methyl (S)-6-bromo-2-methyl-2,3-dihydroquinoxaline-1,4-dicarboxylate). Reaction SMILES: [Br:1][C:2]1[CH:3]=[C:4]2[C:9](=[CH:10][CH:11]=1)[N:8]([C:12]([O:14][CH3:15])=[O:13])[C@@H:7]([CH3:16])[CH2:6][NH:5]2.BrC1C=C2C(N(C(C3CC3)=O)[C@@H](C)CN2[C:28]([O:30][CH:31]([CH3:33])[CH3:32])=[O:29])=CC=1>>[Br:1][C:2]1[CH:3]=[C:4]2[C:9](=[CH:10][CH:11]=1)[N:8]([C:12]([O:14][CH3:15])=[O:13])[C@@H:7]([CH3:16])[CH2:6][N:5]2[C:28]([O:30][CH:31]([CH3:33])[CH3:32])=[O:29]. Procedure: 4-isopropyl 1-methyl (S)-6-bromo-2-methyl-2,3-dihydroquinoxaline-1,4-dicarboxylate was synthesized from (S)-methyl 6-bromo-2-methyl-3,4-dihydroquinoxaline-1(2H)-carboxylate according to the procedure outlined above for (S)-isopropyl 7-bromo-4-(cyclopropanecarbonyl)-3-methyl-3,4-dihydroquinoxalin-1(2H)carboxylate. MS (ESI, pos. ion) m/z 393, 395 [M+Na]+. Starting materials: FC1=C(C=C2CCCOC2=C1)B1OC(C(O1)(C)C)(C)C (2-(7-fluorochroman-6-yl)-4,4,5,5-tetramethyl-1,3,2-dioxaborolane), C(C)(C)(C)O[C@H](C(=O)OC)C=1C(=C2C(=NC1C)N(C=C2)CC2=CC(=C(C=C2)F)F)I ((S)-methyl 2-(tert-butoxy)-2-(1-(3,4-difluorobenzyl)-4-iodo-6-methyl-1H-pyrrolo[2,3-b]pyridin-5-yl)acetate). The product is C(C)(C)(C)O[C@H](C(=O)O)C=1C(=C2C(=NC1C)N(C=C2)CC2=CC(=C(C=C2)F)F)C=2C=C1CCCOC1=CC2F ((2S)-2-(tert-butoxy)-2-(1-(3,4-difluorobenzyl)-4-(7-fluorochroman-6-yl)-6-methyl-1H-pyrrolo[2,3-b]pyridin-5-yl)acetic acid). Reaction SMILES: [F:1][C:2]1[CH:11]=[C:10]2[C:5]([CH2:6][CH2:7][CH2:8][O:9]2)=[CH:4][C:3]=1B1OC(C)(C)C(C)(C)O1.[C:21]([O:25][C@@H:26]([C:31]1[C:32](I)=[C:33]2[CH:40]=[CH:39][N:38]([CH2:41][C:42]3[CH:47]=[CH:46][C:45]([F:48])=[C:44]([F:49])[CH:43]=3)[C:34]2=[N:35][C:36]=1[CH3:37])[C:27]([O:29]C)=[O:28])([CH3:24])([CH3:23])[CH3:22]>>[C:21]([O:25][C@@H:26]([C:31]1[C:32]([C:3]2[CH:4]=[C:5]3[C:10](=[CH:11][C:2]=2[F:1])[O:9][CH2:8][CH2:7][CH2:6]3)=[C:33]2[CH:40]=[CH:39][N:38]([CH2:41][C:42]3[CH:47]=[CH:46][C:45]([F:48])=[C:44]([F:49])[CH:43]=3)[C:34]2=[N:35][C:36]=1[CH3:37])[C:27]([OH:29])=[O:28])([CH3:24])([CH3:22])[CH3:23]. Procedure: The title compound was prepared from 2-(7-fluorochroman-6-yl)-4,4,5,5-tetramethyl-1,3,2-dioxaborolane and (S)-methyl 2-(tert-butoxy)-2-(1-(3,4-difluorobenzyl)-4-iodo-6-methyl-1H-pyrrolo[2,3-b]pyridin-5-yl)acetate in a manner similar to that described in Example 87. The crude acid was recrystallized from an isopropanol/water mixture to give the title compound as a single isomer. 1H NMR (400 MHz, CHLOROFORM-d) δ ppm=7.36 (d, J=8.2 Hz, 1 H), 7.16-6.96 (m, 4 H), 6.68 (d, J=11.1 Hz, 1 H), 6.16 (s., 1... Starting materials: C(C)(C)OC(=O)N1[C@H](C[C@H](C2=NC(=CC=C12)OC)NC(C)=O)C ((+/−)-cis-4-acetylamino-6-methoxy-2-methyl -3,4-dihydro-2H-[1,5]naphthyridine-1-carboxylic acid isopropyl ester), C([O-])([O-])=O.[Na+].[Na+] (sodium carbonate). Solvent: Cl (HCl). The product is C(C)(C)OC(=O)N1[C@H](C[C@H](C2=NC(=CC=C12)OC)N)C ((+/−)-cis-4-Amino-6-methoxy-2-methyl-3,4-dihydro-2H-[1,5]naphthyridine-1-carboxylic acid isopropyl ester). Isolated yield 89.4%. RXN SMILES: [CH:1]([O:4][C:5]([N:7]1[C:16]2[C:11](=[N:12][C:13]([O:17][CH3:18])=[CH:14][CH:15]=2)[C@H:10]([NH:19]C(=O)C)[CH2:9][C@@H:8]1[CH3:23])=[O:6])([CH3:3])[CH3:2].C(=O)([O-])[O-].[Na+].[Na+]>Cl>[CH:1]([O:4][C:5]([N:7]1[C:16]2[C:11](=[N:12][C:13]([O:17][CH3:18])=[CH:14][CH:15]=2)[C@H:10]([NH2:19])[CH2:9][C@@H:8]1[CH3:23])=[O:6])([CH3:3])[CH3:2] |f:1.2.3|. Reported procedure: Heat at 80° C. a solution of (+/−)-cis-4-acetylamino-6-methoxy-2-methyl -3,4-dihydro-2H-[1,5]naphthyridine-1-carboxylic acid isopropyl ester (405 mg, 1.261 mmol) in 5 N HCl (3 mL) for 3 h. Cool the reaction mixture to room temperature, pour into a saturated solution of sodium carbonate, and extract with dichloromethane. Dry the organic layer over anhydrous sodium sulfate, filter, and remove the solvent under reduced pressure, to afford the title compound (0.315 g, 89%). MS (ES+): 280 (M+H). The reactants are COc1ccc(COCCC(COCc2ccc(OC)cc2)ON2C(=O)c3ccccc3C2=O)cc1, CNN, ClCCl. Yields the product COc1ccc(COCCC(COCc2ccc(OC)cc2)ON)cc1. Reaction SMILES: [CH3:1][O:2][c:3]1[cH:4][cH:5][c:6]([CH2:7][O:8][CH2:9][CH:10]([CH2:11][CH2:12][O:13][CH2:14][c:15]2[cH:16][cH:17][c:18]([O:21][CH3:22])[cH:19][cH:20]2)[O:23][N:24]2[C:25](=[O:26])[c:27]3[cH:28][cH:29][cH:30][cH:31][c:32]3[C:33]2=[O:34])[cH:35][cH:36]1.[CH3:37][NH:38][NH2:39].[Cl:40][CH2:41][Cl:42]>>[CH3:1][O:2][c:3]1[cH:4][cH:5][c:6]([CH2:7][O:8][CH2:9][CH:10]([CH2:11][CH2:12][O:13][CH2:14][c:15]2[cH:16][cH:17][c:18]([O:21][CH3:22])[cH:19][cH:20]2)[O:23][NH2:24])[cH:35][cH:36]1.